Dataset: the Open Reaction Database (ORD), a public repository of structured organic reaction records. Task: describe an organic reaction: reactants, conditions, products, and yield The reactants are COc1cc(N)cc(OC)c1, FC(F)(F)c1cc(Cl)nc(-c2cccnc2)n1. Product: Cl, COc1cc(Nc2cc(C(F)(F)F)nc(-c3cccnc3)n2)cc(OC)c1. Reaction SMILES: [CH3:18][O:19][c:20]1[cH:21][c:22]([NH2:23])[cH:24][c:25]([O:27][CH3:28])[cH:26]1.[Cl:1][c:2]1[n:3][c:4](-[c:12]2[cH:13][n:14][cH:15][cH:16][cH:17]2)[n:5][c:6]([C:8]([F:9])([F:10])[F:11])[cH:7]1>>[ClH:1].[c:2]1([NH:23][c:22]2[cH:21][c:20]([O:19][CH3:18])[cH:26][c:25]([O:27][CH3:28])[cH:24]2)[n:3][c:4](-[c:12]2[cH:13][n:14][cH:15][cH:16][cH:17]2)[n:5][c:6]([C:8]([F:9])([F:10])[F:11])[cH:7]1. The reactants are OC1=C(C2=C(C(=C(C(O2)=O)CC(=O)OC)C)C=C1)CC=C (Methyl 7-hydroxy-4-methyl-8-allyl-2-oxo-2H-1-benzopyran-3-acetate). The reagents and catalysts are [Pd] (palladium on charcoal). Solvent: CO (methanol). Yields the product OC1=C(C2=C(C(=C(C(O2)=O)CC(=O)OC)C)C=C1)CCC (Methyl 7-hydroxy-4-methyl-8n-propyl-2-oxo-2H-1-benzopyran-3-acetate). Reaction SMILES: [OH:1][C:2]1[CH:18]=[CH:17][C:5]2[C:6]([CH3:16])=[C:7]([CH2:11][C:12]([O:14][CH3:15])=[O:13])[C:8](=[O:10])[O:9][C:4]=2[C:3]=1[CH2:19][CH:20]=[CH2:21]>CO.[Pd]>[OH:1][C:2]1[CH:18]=[CH:17][C:5]2[C:6]([CH3:16])=[C:7]([CH2:11][C:12]([O:14][CH3:15])=[O:13])[C:8](=[O:10])[O:9][C:4]=2[C:3]=1[CH2:19][CH2:20][CH3:21]. Reported procedure: The phenol from Step 3 (23 g) was hydrogenated in methanol (700 ml) under 50 psi H2 pressure in the presence of 5% palladium on charcoal (2 g) for 1 hour. The catalyst was removed by filtration over celite and the solvent was removed to provide the title compound, m.p. 160°-162°. Conditions: time 3 hour. Reported procedure: To a mixture of 6-benzyloxy-2-(2-ethylsulfanyl-phenyl)-3-methyl-3H-imidazo[4,5-b]pyridine 262 mg, and chloroform (3 mL), boron tribromide (1M in dichloromethane) (698 μL) was added under ice-cooling, and stirred for 3 hours. Into the mixture, saturated aqueous sodium hydrogen carbonate solution was poured, and extracted with chloroform then ethyl acetate. The combined organic layer was dried over sodium sulfate, and concentrated under reduced pressure. The residue was subjected to silica gel col... The reactants are C(C1=CC=CC=C1)OC=1C=C2C(=NC1)N(C(=N2)C2=C(C=CC=C2)SCC)C (6-benzyloxy-2-(2-ethylsulfanyl-phenyl)-3-methyl-3H-imidazo[4,5-b]pyridine), B(Br)(Br)Br (boron tribromide), C(O)([O-])=O.[Na+] (sodium hydrogen carbonate). Reaction SMILES: C([O:8][C:9]1[CH:10]=[C:11]2[N:17]=[C:16]([C:18]3[CH:23]=[CH:22][CH:21]=[CH:20][C:19]=3[S:24][CH2:25][CH3:26])[N:15]([CH3:27])[C:12]2=[N:13][CH:14]=1)C1C=CC=CC=1.B(Br)(Br)Br.C(=O)([O-])O.[Na+]>C(Cl)(Cl)Cl>[CH2:25]([S:24][C:19]1[CH:20]=[CH:21][CH:22]=[CH:23][C:18]=1[C:16]1[N:15]([CH3:27])[C:12]2=[N:13][CH:14]=[C:9]([OH:8])[CH:10]=[C:11]2[N:17]=1)[CH3:26] |f:2.3|. Run in C(Cl)(Cl)Cl (chloroform). The product is C(C)SC1=C(C=CC=C1)C1=NC=2C(=NC=C(C2)O)N1C (2-(2-ethylsulfanyl-phenyl)-3-methyl-3H-imidazo[4,5-b]pyridine-6-ol). The yield is 84.4%. The reactants are C1(=CC=CC=C1)C(OC1CCN(CC1)CCCN)C1=CC=CC=C1 (4-(diphenylmethoxy)-1-piperidinepropanamine), ClC=1C=CC=2N(N1)C(=C(N2)C(C(=O)OCC)(C)C)C (ethyl 2-(6-chloro-3-methylimidazo[1,2-b]pyridazin-2-yl)-2-methylpropionate), C([O-])(O)=O.[Na+] (sodium bicarbonate). Product: Cl.Cl.C1(=CC=CC=C1)C(OC1CCN(CC1)CCCNC=1C=CC=2N(N1)C(=C(N2)C(C(=O)OCC)(C)C)C)C2=CC=CC=C2 (ethyl 2-[6-[3-[4-(diphenylmethoxy)piperidino]propylamino]-3-methylimidazo[1,2-b]pyridazin-2-yl]-2-methylpropionate dihydrochloride). The yield is 56.7%. RXN SMILES: [C:1]1([CH:7]([C:19]2[CH:24]=[CH:23][CH:22]=[CH:21][CH:20]=2)[O:8][CH:9]2[CH2:14][CH2:13][N:12]([CH2:15][CH2:16][CH2:17][NH2:18])[CH2:11][CH2:10]2)[CH:6]=[CH:5][CH:4]=[CH:3][CH:2]=1.[Cl:25][C:26]1[CH:27]=[CH:28][C:29]2[N:30]([C:32]([CH3:43])=[C:33]([C:35]([CH3:42])([CH3:41])[C:36]([O:38][CH2:39][CH3:40])=[O:37])[N:34]=2)[N:31]=1.C(=O)(O)[O-].[Na+]>>[ClH:25].[ClH:25].[C:19]1([CH:7]([C:1]2[CH:2]=[CH:3][CH:4]=[CH:5][CH:6]=2)[O:8][CH:9]2[CH2:14][CH2:13][N:12]([CH2:15][CH2:16][CH2:17][NH:18][C:26]3[CH:27]=[CH:28][C:29]4[N:30]([C:32]([CH3:43])=[C:33]([C:35]([CH3:42])([CH3:41])[C:36]([O:38][CH2:39][CH3:40])=[O:37])[N:34]=4)[N:31]=3)[CH2:11][CH2:10]2)[CH:24]=[CH:23][CH:22]=[CH:21][CH:20]=1 |f:2.3,4.5.6|. Procedure: 2.38 g of 4-(diphenylmethoxy)-1-piperidinepropanamine and 1.03 g of ethyl 2-(6-chloro-3-methylimidazo[1,2-b]pyridazin-2-yl)-2-methylpropionate were stirred at 160° C. for 7.5 hours. After cooling, aqueous sodium bicarbonate was added, followed by extraction with ethyl acetate; the extract was washed with saturated saline and dried with magnesium sulfate. The dry product was concentrated under reduced pressure; the residue was subjected to silica gel column chromatography and eluted with ethyl ac... Starting materials: ClC1=C(C(=NC(=C1C(=O)OC)C(F)(F)Cl)C(F)(F)F)C(=O)OCC (3-Ethyl 5-methyl 4-chloro-6-(chlorodifluoromethyl)-2-(trifluoromethyl)-3,5-pyridinedicarboxylate), CNC1CC1 (N-methylcyclopropylamine), CN(C)C=O (DMF). The product is ClC(C1=C(C(=C(C(=N1)C(F)(F)F)C(=O)OCC)NCC1CC1)C(=O)OC)(F)F (3-Ethyl 5-methyl 6-(chlorodifluoromethyl)-4-(N-cyclopropylmethylamino)-2-(trifluoromethyl)-3,5-pyridinedicarboxylate). As a reaction SMILES: Cl[C:2]1[C:7]([C:8]([O:10][CH3:11])=[O:9])=[C:6]([C:12]([Cl:15])([F:14])[F:13])[N:5]=[C:4]([C:16]([F:19])([F:18])[F:17])[C:3]=1[C:20]([O:22][CH2:23][CH3:24])=[O:21].CN[CH:27]1[CH2:29][CH2:28]1.[CH3:30][N:31](C=O)C>>[Cl:15][C:12]([F:13])([F:14])[C:6]1[N:5]=[C:4]([C:16]([F:19])([F:18])[F:17])[C:3]([C:20]([O:22][CH2:23][CH3:24])=[O:21])=[C:2]([NH:31][CH2:30][CH:27]2[CH2:28][CH2:29]2)[C:7]=1[C:8]([O:10][CH3:11])=[O:9]. Procedure details: This compound was prepared as described in Example 37: 5.0 g (0.013 mol) of product of Example 28, 1.85 g (0.026 mol) of N-methylcyclopropylamine (60% pure) in 30 ml of DMF were reacted at room temperature affording 4.3 g of yellow semi-solid oil. Purification by HPLC using 5% ethyl acetate/cyclohexane as eluting solvent afforded an oil which was kugelrohr distilled at 93 Pa, pot temperature 103° C. to give 1.36 g (24.3%) of product as a yellow solid; mp 56°-58° C. Reactants: B(F)(F)F.CCOCC (Boron trifluoride etherate), [BH4-].[Na+] (sodium borohydride), C1(=CC=CC=C1)S(=O)(=O)N1C=C(C=C1)C=C[N+](=O)[O-] (2-(1-phenylsulphonyl-3-pyrrolyl)-1-nitroethylene). Solvent: O1CCCC1 (tetrahydrofuran), O1CCCC1 (tetrahydrofuran). Product: C1(=CC=CC=C1)S(=O)(=O)N1C=C(C=C1)CCN (2-(1-Phenylsulphonyl-3-pyrrolyl)ethylamine). Reaction SMILES: B(F)(F)F.CCOCC.[BH4-].[Na+].[C:12]1([S:18]([N:21]2[CH:25]=[CH:24][C:23]([CH:26]=[CH:27][N+:28]([O-])=O)=[CH:22]2)(=[O:20])=[O:19])[CH:17]=[CH:16][CH:15]=[CH:14][CH:13]=1>O1CCCC1>[C:12]1([S:18]([N:21]2[CH:25]=[CH:24][C:23]([CH2:26][CH2:27][NH2:28])=[CH:22]2)(=[O:19])=[O:20])[CH:17]=[CH:16][CH:15]=[CH:14][CH:13]=1 |f:0.1,2.3|. Procedure: Boron trifluoride etherate (17.7 g) was added under nitrogen with ice-cooling to sodium borohydride (3.94 g) suspended in tetrahydrofuran (150 ml). After stirring at room temperature for fifteen minutes 2-(1-phenylsulphonyl-3-pyrrolyl)-1-nitroethylene (5.78 g) (prepared according to Synthetic Communications, 15 (1), 71-74 (1985)), dissolved in tetrahydrofuran (80 ml) was added dropwise. The mixture was refluxed overnight, quenched by the addition of ice-water, acidified with 5M hydrochloric acid...